describe an organic reaction: reactants, conditions, products, and yield From a dataset of the Open Reaction Database (ORD), a public repository of structured organic reaction records. Starting materials: C(C)(C)(C)NS(=O)(=O)C=1SC(=CC1)Cl (5-chloro-thiophene-2-sulfonic acid tert-butylamide), CC1=CC=C(C=C1)S(=O)(=O)N=[N+]=[N-] (4-methylbenzenesulfonyl azide), resultant solution, [BH4-].[Na+] (NaBH4), O (H2O). The solvent is C1CCOC1 (THF), [Cl-].[Na+].O (brine), [Cl-].[Na+].O (brine), C1CCOC1 (THF), CCCCCC (hexane). Reaction conditions: time 1 hour. Yields the product hexanes ethyl acetate, C(C)(C)(C)NS(=O)(=O)C=1SC(=CC1N)Cl (3-Amino-5-chloro-thiophene-2-sulfonic acid tert-butylamide). The yield is 76.2%. Reaction SMILES: [C:1]([NH:5][S:6]([C:9]1[S:10][C:11]([Cl:14])=[CH:12][CH:13]=1)(=[O:8])=[O:7])([CH3:4])([CH3:3])[CH3:2].CC1C=CC(S([N:25]=[N+]=[N-])(=O)=O)=CC=1.[BH4-].[Na+].O>C1COCC1.CCCCCC.[Cl-].[Na+].O>[C:1]([NH:5][S:6]([C:9]1[S:10][C:11]([Cl:14])=[CH:12][C:13]=1[NH2:25])(=[O:7])=[O:8])([CH3:4])([CH3:2])[CH3:3] |f:2.3,7.8.9|. Procedure details: To a solutuion of 5-chloro-thiophene-2-sulfonic acid tert-butylamide (310 mg, 1.22 mmol) in THF (10 mL) at −78° C. was added n-Buli (1.6 M in hexane, 1.7 mL, 2.7 mmol) dropwise. The resultant solution was warmed up to −30° C. and maintained at −20° C.–−30° C. for 10 min. It was rmixed with a solution of 4-methylbenzenesulfonyl azide (361 mg, 1.83 mmol) in THF (2 mL). The mixture was stirred at ambient temperature for 1 h before diluted with brine solution (30 mL) and washed with toluene (20 mL).... The reactants are CN(C1=CC=CC=C1)C (N,N-dimethylaniline), [Na] (sodium), C[Si](Cl)(Cl)C (dimethyldichlorosilane), P(Cl)(Cl)(Cl)(Cl)Cl (PCl5), CN(C1=CC=CC=C1)C (N,N-dimethylaniline), CN(C1=CC=CC=C1)C (N,N-dimethylaniline), C1(=CC=C(C=C1)S(=O)(=O)N)C (toluene-p-sulphonamide), CC(=O)OCC1=C(N2[C@@H]([C@@H](C2=O)NC(=O)CCC[C@H](C(=O)O)N)SC1)C(=O)O (cephalosporin C). Run in C(C)N(CC)CC (triethylamine), C(Cl)Cl (methylene chloride), O (water), CO (methanol), C(Cl)Cl (methylene chloride). Run at temperature 28 celsius, time 2 hour. The product is CC(=O)OCC1=C(N2[C@@H]([C@@H](C2=O)N)SC1)C(=O)O (7-aminocephalosporanic acid). Isolated yield 65.0%. As a reaction SMILES: [Na].C1(C)C=CC(S(N)(=O)=O)=CC=1.[CH3:13][C:14]([O:16][CH2:17][C:18]1[CH2:37][S:36][C@@H:21]2[C@H:22]([NH:25]C(CCC[C@@H](N)C(O)=O)=O)[C:23](=[O:24])[N:20]2[C:19]=1[C:38]([OH:40])=[O:39])=[O:15].CN(C)C1C=CC=CC=1.C[Si](C)(Cl)Cl.P(Cl)(Cl)(Cl)(Cl)Cl>C(Cl)Cl.CO.O.C(N(CC)CC)C>[CH3:13][C:14]([O:16][CH2:17][C:18]1[CH2:37][S:36][C@@H:21]2[C@H:22]([NH2:25])[C:23](=[O:24])[N:20]2[C:19]=1[C:38]([OH:40])=[O:39])=[O:15] |^1:0|. Reported procedure: 3.07 g of the sodium salt of toluene-p-sulphonamide of cephalosporin C having a titre of 83.8% were suspended in 30 ml of methylene chloride. 1.4 ml of triethylamine and 1.9 ml of N,N-dimethylaniline were then added and then 2.4 ml of dimethyldichlorosilane were added over 5 minutes with stirring. Stirring was maintained for 1 hour at 28° C. The solution was then cooled to a temperature of -60° C., after which a solution of 3.13 g of PCl5 in 30 ml of methylene chloride was slowly added, followed... The reactants are BrC=1C=C(C(=NC1)Cl)[N+](=O)[O-] (5-bromo-2-chloro-3-nitropyridine), NC=1C=C(C=CC1)N1C(CCC1)=O (1-(3-aminophenyl)pyrrolidin-2-one), C([O-])([O-])=O.[K+].[K+] (potassium carbonate). The solvent is ClCCCl (1,2-dichloroethane), ClCCl (dichloromethane). Yields the product BrC=1C=C(C(=NC1)NC=1C=C(C=CC1)N1C(CCC1)=O)[N+](=O)[O-] (1-[3-(5-bromo-3-nitropyridin-2-ylamino)phenyl]pyrrolidin-2-one). The yield is 65.4%. RXN SMILES: [Br:1][C:2]1[CH:3]=[C:4]([N+:9]([O-:11])=[O:10])[C:5](Cl)=[N:6][CH:7]=1.[NH2:12][C:13]1[CH:14]=[C:15]([N:19]2[CH2:23][CH2:22][CH2:21][C:20]2=[O:24])[CH:16]=[CH:17][CH:18]=1.C(=O)([O-])[O-].[K+].[K+]>ClCCCl.ClCCl>[Br:1][C:2]1[CH:3]=[C:4]([N+:9]([O-:11])=[O:10])[C:5]([NH:12][C:13]2[CH:14]=[C:15]([N:19]3[CH2:23][CH2:22][CH2:21][C:20]3=[O:24])[CH:16]=[CH:17][CH:18]=2)=[N:6][CH:7]=1 |f:2.3.4|. Reported procedure: A suspension of 5-bromo-2-chloro-3-nitropyridine (3.79 g, 16 mmol), 1-(3-aminophenyl)pyrrolidin-2-one (2.56 g, 15 mmol) and potassium carbonate (2.0 g, 15 mmol) in 1,2-dichloroethane (25 ml) was heated at reflux for 60 hours. The reaction was cooled, diluted with dichloromethane (200 ml) and extracted with water. The organic phase was then dried over anhydrous sodium sulphate, filtered and pre-adsorbed on to silica (25 g). Purification by column chromatography eluting with isohexane on a gradien... Solvent: ClCCl (dichloromethane), O (water), ClCCl (dichloromethane). Reaction conditions: time 1 hour. The reactants are CC(=O)OI1(C=2C=CC=CC2C(=O)O1)(OC(=O)C)OC(=O)C (Dess-Martin periodinane), Cl(=O)[O-].[Na+] (sodium chlorite), S(N)(O)(=O)=O (sulfamic acid), OCCCOC1=C(C=CC(=C1)OC)C1C(C(C2=CC=C(C=C12)OCCC)C1=CC2=C(C=C1)OCO2)C(=O)O (3-[2-(3-Hydroxyprop-1-yloxy)-4-methoxyphenyl]-1-(3,4-methylenedioxyphenyl)-5-(prop-1-yloxy)indane-2-carboxylic acid). Product: C(=O)(O)CCOC1=C(C=CC(=C1)OC)C1C(C(C2=CC=C(C=C12)OCCC)C1=CC2=C(C=C1)OCO2)C(=O)O (3-[2-(1-Carboxyeth-2-yloxy)-4-methoxyphenyl]1-(3,4-methylenedioxyphenyl)-5-(prop-1-yloxy)indane-2-carboxylic acid). Reaction SMILES: [OH:1][CH2:2][CH2:3][CH2:4][O:5][C:6]1[CH:11]=[C:10]([O:12][CH3:13])[CH:9]=[CH:8][C:7]=1[CH:14]1[C:22]2[C:17](=[CH:18][CH:19]=[C:20]([O:23][CH2:24][CH2:25][CH3:26])[CH:21]=2)[CH:16]([C:27]2[CH:32]=[CH:31][C:30]3[O:33][CH2:34][O:35][C:29]=3[CH:28]=2)[CH:15]1[C:36]([OH:38])=[O:37].CC(OI1(OC(C)=O)(OC(C)=O)OC(=O)C2C=CC=CC1=2)=[O:41].Cl([O-])=O.[Na+].S(=O)(=O)(O)N>ClCCl.O>[C:2]([CH2:3][CH2:4][O:5][C:6]1[CH:11]=[C:10]([O:12][CH3:13])[CH:9]=[CH:8][C:7]=1[CH:14]1[C:22]2[C:17](=[CH:18][CH:19]=[C:20]([O:23][CH2:24][CH2:25][CH3:26])[CH:21]=2)[CH:16]([C:27]2[CH:32]=[CH:31][C:30]3[O:33][CH2:34][O:35][C:29]=3[CH:28]=2)[CH:15]1[C:36]([OH:38])=[O:37])([OH:41])=[O:1] |f:2.3|. Procedure: (1RS, 2SR, 3RS)-3-[2-(3-Hydroxyprop-1-yloxy)-4-methoxyphenyl]-1-(3,4-methylenedioxyphenyl)-5-(prop-1-yloxy)indane-2-carboxylic acid (0.07 g, 0.13 mmol) was dissolved in dry dichloromethane (0.5 ml) and Dess-Martin periodinane (0.07 g, 0.17 mmol) added in dry dichloromethane (1 ml). After 2h. the product was partitioned between ether and saturated aqueous sodium carbonate solution containing sodium thiosulfate. The ether extract was washed with water then brine, dried (MgSO4 anhydrous), filtered ... Yield: 17.3%. Reactants: CC1CN(CCN1C1=CC=C(C=C1)N)C(=O)OC(C)(C)C ((±)-tert-butyl 3-methyl-4-(4-aminophenyl)piperazine-1-carboxylate), N(=O)[O-].[Na+] (sodium nitrite), [OH-].[Na+] (NaOH). The reagents and catalysts are [Cu-]=O (copper(I) oxide). The solvent is [PH2](=O)O (hypophosphorous acid), O (water). Reaction conditions: time 2 hour. Product: CC1CN(CCN1C1=CC=CC=C1)C(=O)OC(C)(C)C ((±)-tert-Butyl 3-methyl-4-phenylpiperazine-1-carboxylate). RXN SMILES: [CH3:1][CH:2]1[N:7]([C:8]2[CH:13]=[CH:12][C:11](N)=[CH:10][CH:9]=2)[CH2:6][CH2:5][N:4]([C:15]([O:17][C:18]([CH3:21])([CH3:20])[CH3:19])=[O:16])[CH2:3]1.N([O-])=O.[Na+].[OH-].[Na+]>[PH2](O)=O.O.[Cu-]=O>[CH3:1][CH:2]1[N:7]([C:8]2[CH:13]=[CH:12][CH:11]=[CH:10][CH:9]=2)[CH2:6][CH2:5][N:4]([C:15]([O:17][C:18]([CH3:19])([CH3:21])[CH3:20])=[O:16])[CH2:3]1 |f:1.2,3.4|. Procedure: To a solution of (±)-tert-butyl 3-methyl-4-(4-aminophenyl)piperazine-1-carboxylate (325 mg) in 50% hypophosphorous acid (1.27 ml) containing copper(I) oxide (8.0 mg) was added dropwise a solution of sodium nitrite (92 mg) in water (2 ml) at 0° C. with stirring. After 2 hours, the reaction mixture was made alkaline with 40% NaOH solution and extracted with ethyl acetate twice. The organic layers were combined and washed with water and brine. The solvent was evaporated, and the residue was purifie... Reactants: C1(=CC=CC=C1)C=1N=C(SC1)CC#N ((4-phenyl-thiazol-2-yl)-acetonitrile), [NH2-].[Na+] (Sodium amide), N (ammonia), Cl.ClCCN(C)CCCl (bis-(2-chloroethyl)methylamine hydrochloride). Run in C1(=CC=CC=C1)C (toluene), O (water), C1(=CC=CC=C1)C (toluene). Reaction conditions: temperature 0 celsius, time 20 minute. The product is CN1CCC(CC1)(C#N)C=1SC=C(N1)C1=CC=CC=C1 (1-methyl-4-(4-phenylthiazol-2-yl)piperidine-4-carbonitrile). The yield is 16.7%. RXN SMILES: [NH2-].[Na+].[C:3]1([C:9]2[N:10]=[C:11]([CH2:14][C:15]#[N:16])[S:12][CH:13]=2)[CH:8]=[CH:7][CH:6]=[CH:5][CH:4]=1.Cl.Cl[CH2:19][CH2:20][N:21]([CH2:23][CH2:24]Cl)[CH3:22].N>C1(C)C=CC=CC=1.O>[CH3:22][N:21]1[CH2:23][CH2:24][C:14]([C:11]2[S:12][CH:13]=[C:9]([C:3]3[CH:4]=[CH:5][CH:6]=[CH:7][CH:8]=3)[N:10]=2)([C:15]#[N:16])[CH2:19][CH2:20]1 |f:0.1,3.4|. Reported procedure: Sodium amide (878 mg, 22.4 mmol) was suspended in toluene (15 mL) and cooled to 0° C. To this suspension was added dropwise a solution of (4-phenyl-thiazol-2-yl)-acetonitrile (1.5 g, 7.4 mmol) in toluene (10 mL) while maintaining the temperature at 0° C. The reaction mixture was stirred for 20 min. Separately the bis-(2-chloroethyl)methylamine hydrochloride (1.45 g, 7.4 mmol) was taken in water (8 mL), cooled to 0° C., and basified with aqueous ammonia solution (adjusted to pH of the solution to... Reactants: oil, N1=CC=CC=C1 (pyridine), N1=CC=CC=C1 (pyridine), C(C)(C)(C)OC(=O)N1C(CCC1)C(=O)O (Pyrrolidine-1,2-dicarboxylic acid 1-tert-butyl ester), C(C(=O)Cl)(=O)Cl (oxalyl chloride), BrC1=CC(=C(N)C=C1)C (4-bromo-2-methylaniline). The solvent is C(Cl)Cl (DCM), C(C)OCC (diethyl ether), C(C)OCC (diethyl ether). Run at temperature 0 celsius, time 1 hour. Yields the product C(C)(C)(C)OC(=O)N1C(CCC1)C(NC1=C(C=C(C=C1)Br)C)=O (2-(4-Bromo-2-methyl-phenylcarbamoyl)-pyrrolidine-1-carboxylic acid tert-butyl ester). Reaction SMILES: [C:1]([O:5][C:6]([N:8]1[CH2:12][CH2:11][CH2:10][CH:9]1[C:13]([OH:15])=O)=[O:7])([CH3:4])([CH3:3])[CH3:2].N1C=CC=CC=1.C(Cl)(=O)C(Cl)=O.[Br:28][C:29]1[CH:35]=[CH:34][C:32]([NH2:33])=[C:31]([CH3:36])[CH:30]=1>C(OCC)C.C(Cl)Cl>[C:1]([O:5][C:6]([N:8]1[CH2:12][CH2:11][CH2:10][CH:9]1[C:13](=[O:15])[NH:33][C:32]1[CH:34]=[CH:35][C:29]([Br:28])=[CH:30][C:31]=1[CH3:36])=[O:7])([CH3:2])([CH3:3])[CH3:4]. Procedure: Pyrrolidine-1,2-dicarboxylic acid 1-tert-butyl ester (2 g, 9.3 mmol) was dissolved in 100 mL dry diethyl ether under Ar, cooled in an ice water bath, added dry pyridine (4.5 mL, 55 mmol) followed by the dropwise addition of oxalyl chloride (2.4 mL, 27 mmol). A precipitate forms immediately. The reaction was stirred vigorously at 0° C. for one hour, then at ambient temperature for one hour. Added 100 mL diethyl ether, filtered off solids washing with diethyl ether. Concentrated the filtrates to a... The reactants are CC=1C=C(C(=O)OCC)C=C(C1O)C (ethyl 3,5-dimethyl-4-hydroxybenzoate), [I-].[K+] (potassium iodide), ClCCCC#C (1-chloro-4-pentyne), [OH-].[K+] (potassium hydroxide). The solvent is C(C)#N (acetonitrile). Yields the product CC=1C=C(C(=O)OCC)C=C(C1OCCCC#C)C (ethyl 3,5-dimethyl-4-(3-ethynylpropoxy)benzoate). The yield is 86.0%. Reaction SMILES: [CH3:1][C:2]1[CH:3]=[C:4]([CH:10]=[C:11]([CH3:14])[C:12]=1[OH:13])[C:5]([O:7][CH2:8][CH3:9])=[O:6].[I-].[K+].Cl[CH2:18][CH2:19][CH2:20][C:21]#[CH:22].[OH-].[K+]>C(#N)C>[CH3:14][C:11]1[CH:10]=[C:4]([CH:3]=[C:2]([CH3:1])[C:12]=1[O:13][CH2:22][CH2:21][CH2:20][C:19]#[CH:18])[C:5]([O:7][CH2:8][CH3:9])=[O:6] |f:1.2,4.5|. Procedure: A suspension of 6.42 g ethyl 3,5-dimethyl-4-hydroxybenzoate, 5.5 g potassium iodide, 3.7 g 1-chloro-4-pentyne and 2.3 g powdered potassium hydroxide in 650 ml acetonitrile was heated at reflux under nitrogen for 16 hrs. The mixture was filtered, concentrated in vacuo and subjected to flash filtration (silica gel, 4:1 hexane/ethyl acetate) to give 7.4 g ethyl 3,5-dimethyl-4-(3-ethynylpropoxy)benzoate as a yellow oil.